This data is from the Open Reaction Database (ORD), a public repository of structured organic reaction records. The task is: describe an organic reaction: reactants, conditions, products, and yield Starting materials: C(C)OC(C(C(=O)OCC)N=C(C1=C(C=CC(=C1)Cl)O)C1=CC=CC=C1)=O ([(5-chloro-2-hydroxy-α-phenylbenzyliden)amino] malonic acid diethyl ester), C(C1=CC=CC=C1)(=O)Cl (benzoyl chloride), ice water. Solvent: N1=CC=CC=C1 (pyridine). Reaction conditions: time 1 hour. Product: C(C)OC(CC(=O)OCC)=O (malonic acid diethyl ester). Reaction SMILES: [CH2:1]([O:3][C:4](=[O:27])[CH:5](N=C(C1C=CC=CC=1)C1C=C(Cl)C=CC=1O)[C:6]([O:8][CH2:9][CH3:10])=[O:7])[CH3:2].C(Cl)(=O)C1C=CC=CC=1>N1C=CC=CC=1>[CH2:1]([O:3][C:4](=[O:27])[CH2:5][C:6]([O:8][CH2:9][CH3:10])=[O:7])[CH3:2]. Reported procedure: A solution of 7.8 g. of [(5-chloro-2-hydroxy-α-phenylbenzyliden)amino] malonic acid diethyl ester in 15 ml. of pyridine is treated at 10°-15° C. with 3.5 ml. of benzoyl chloride. The mixture is stirred at room temperature for 1 hour and then poured on to 150 ml. of ice-water. The separated oily product is extracted with ether and the organic phase washed with water, then with 2-N sodium carbonate solution and finally with water. After drying over sodium sulfate and evaporation of the solvent, th...